describe an organic reaction: reactants, conditions, products, and yield From a dataset of the Open Reaction Database (ORD), a public repository of structured organic reaction records. Reactants: O=C([O-])O, C1COCCO1, C1CCOC1, CCOC(C)=O, O=C(CCl)N1CCSc2cc([N+](=O)[O-])ccc21, Cl, NCCO, [Na+], O. Reaction SMILES: [C:41](=[O:42])([OH:43])[O-:44].[CH2:19]1[O:20][CH2:21][CH2:22][O:23][CH2:24]1.[CH2:29]1[O:30][CH2:31][CH2:32][CH2:33]1.[CH3:35][CH2:36][O:37][C:38]([CH3:39])=[O:40].[Cl:1][CH2:2][C:3](=[O:4])[N:5]1[c:6]2[c:7]([cH:11][c:12]([N+:15](=[O:16])[O-:17])[cH:13][cH:14]2)[S:8][CH2:9][CH2:10]1.[ClH:18].[NH2:25][CH2:26][CH2:27][OH:28].[Na+:45].[OH2:34]>>[CH2:2]([C:3](=[O:4])[N:5]1[c:6]2[c:7]([cH:11][c:12]([N+:15](=[O:16])[O-:17])[cH:13][cH:14]2)[S:8][CH2:9][CH2:10]1)[NH:25][CH2:26][CH2:27][OH:28]. Yields the product O=C(CNCCO)N1CCSc2cc([N+](=O)[O-])ccc21. The reactants are C=Cc1nn(Cc2nc3cc(CNC(=O)OC(C)(C)C)ccc3n2CCCCO)c2ccccc12, ClCCl, O=C(O)C(F)(F)F. Product: C=Cc1nn(Cc2nc3cc(CN)ccc3n2CCCCO)c2ccccc12. Reaction SMILES: [C:1]([O:2][C:3](=[O:4])[NH:7][CH2:8][c:9]1[cH:10][c:11]2[c:12]([n:13]([CH2:28][CH2:29][CH2:30][CH2:31][OH:32])[c:14]([CH2:16][n:17]3[n:18][c:19]([CH:26]=[CH2:27])[c:20]4[cH:21][cH:22][cH:23][cH:24][c:25]34)[n:15]2)[cH:33][cH:34]1)([CH3:5])([CH3:6])[CH3:35].[Cl:43][CH2:44][Cl:45].[F:36][C:37]([F:38])([F:39])[C:40]([OH:41])=[O:42]>>[NH2:7][CH2:8][c:9]1[cH:10][c:11]2[c:12]([n:13]([CH2:28][CH2:29][CH2:30][CH2:31][OH:32])[c:14]([CH2:16][n:17]3[n:18][c:19]([CH:26]=[CH2:27])[c:20]4[cH:21][cH:22][cH:23][cH:24][c:25]34)[n:15]2)[cH:33][cH:34]1. Starting materials: CS(=O)(=O)Cl (methanesulfonyl chloride), CS(=O)(=O)Cl (Methanesulfonyl chloride), NC1=C2C=CN(C2=CC(=C1)F)C(C(=O)OC)(CC)C1=CC=C(C=C1)Cl (methyl 2-(4-amino-6-fluoro-1H-indol-1-yl)-2-(4-chlorophenyl)butanoate), CN1CCOCC1 (4-methylmorpholine). The solvent is C(Cl)Cl (DCM). Run at time 30 minute. Yields the product ClC1=CC=C(C=C1)C(C(=O)OC)(CC)N1C=CC2=C(C=C(C=C12)F)NS(=O)(=O)C (methyl 2-(4-chlorophenyl)-2-(6-fluoro-4-(methylsulfonamido)-1H-indol-1-yl)butanoate). As a reaction SMILES: [CH3:1][S:2](Cl)(=[O:4])=[O:3].[NH2:6][C:7]1[CH:15]=[C:14]([F:16])[CH:13]=[C:12]2[C:8]=1[CH:9]=[CH:10][N:11]2[C:17]([C:24]1[CH:29]=[CH:28][C:27]([Cl:30])=[CH:26][CH:25]=1)([CH2:22][CH3:23])[C:18]([O:20][CH3:21])=[O:19].CN1CCOCC1>C(Cl)Cl>[Cl:30][C:27]1[CH:26]=[CH:25][C:24]([C:17]([N:11]2[C:12]3[C:8](=[C:7]([NH:6][S:2]([CH3:1])(=[O:4])=[O:3])[CH:15]=[C:14]([F:16])[CH:13]=3)[CH:9]=[CH:10]2)([CH2:22][CH3:23])[C:18]([O:20][CH3:21])=[O:19])=[CH:29][CH:28]=1. Reported procedure: Methanesulfonyl chloride (0.23 g, 2 mmol) was added to a stirred solution of methyl 2-(4-amino-6-fluoro-1H-indol-1-yl)-2-(4-chlorophenyl)butanoate (0.6 g, 1.7 mmol) and 4-methylmorpholine (0.25 g, 2.5 mmol) in DCM (8 mL) at 0° C. After 30 min, an additional portion of methanesulfonyl chloride (0.1 g, 1 mmol) was added. After 1 h, the reaction mixture was partitioned between DCM and saturated aqueous ammonium chloride. The layers were separated and the aqueous layer was extracted with DCM. The co... Starting materials: C1(=CC=CC=C1)OC(NC=1SC=2N=CN=C(C2N1)OC)=O ((7-methoxy-thiazolo[5,4-d]pyrimidin-2-yl)-carbamic acid phenyl ester), FC(C1=CC=CC(=N1)C1(CCNCC1)O)(F)F (6-trifluoromethyl-2′,3′,5′,6′-tetrahydro-1′H-[2,4′]bipyridinyl-4′-ol), C([O-])(O)=O.[Na+] (sodium bicarbonate). The solvent is C(C)#N (acetonitrile). Product: COC=1C2=C(N=CN1)SC(=N2)NC(=O)N2CCC(CC2)(C2=NC(=CC=C2)C(F)(F)F)O (4′-hydroxy-6-trifluoromethyl-3′,4′,5′,6′-tetrahydro-2′H-[2,4′]bipyridinyl-1′-carboxylic acid (7-methoxy-thiazolo[5,4-d]pyrimidin-2-yl)-amide). Isolated yield 17.5%. RXN SMILES: [F:1][C:2]([F:17])([F:16])[C:3]1[N:8]=[C:7]([C:9]2([OH:15])[CH2:14][CH2:13][NH:12][CH2:11][CH2:10]2)[CH:6]=[CH:5][CH:4]=1.C1([O:24][C:25](=O)[NH:26][C:27]2[S:28][C:29]3[N:30]=[CH:31][N:32]=[C:33]([O:36][CH3:37])[C:34]=3[N:35]=2)C=CC=CC=1.C(=O)(O)[O-].[Na+]>C(#N)C>[CH3:37][O:36][C:33]1[C:34]2[N:35]=[C:27]([NH:26][C:25]([N:12]3[CH2:11][CH2:10][C:9]([OH:15])([C:7]4[CH:6]=[CH:5][CH:4]=[C:3]([C:2]([F:1])([F:16])[F:17])[N:8]=4)[CH2:14][CH2:13]3)=[O:24])[S:28][C:29]=2[N:30]=[CH:31][N:32]=1 |f:2.3|. Procedure details: A mixture of 6-trifluoromethyl-2′,3′,5′,6′-tetrahydro-1′H-[2,4′]bipyridinyl-4′-ol (320 mg, 1.30 mmol) in acetonitrile (15 mL) was treated with (7-methoxy-thiazolo[5,4-d]pyrimidin-2-yl)-carbamic acid phenyl ester (360 mg, 1.18 mmol). The mixture was stirred at reflux for 2 h. At this time, the reaction was poured into a saturated aqueous sodium bicarbonate solution. The aqueous layer was extracted with methylene chloride. The organics were washed with a saturated aqueous sodium chloride solution,... Starting materials: CCc1ccccc1CC, CSC1(SC)CCC2C3CCC4=CC(=O)C=CC4(C)C3C(O)CC21C. Yields the product CSC1=CCC2C3CCC4=CC(=O)C=CC4(C)C3C(O)CC12C. As a reaction SMILES: [CH2:26]([c:27]1[cH:28][cH:29][cH:30][cH:31][c:32]1[CH2:33][CH3:34])[CH3:35].[OH:1][CH:2]1[CH:3]2[C:4]3([CH3:25])[CH:5]=[CH:6][C:7](=[O:24])[CH:8]=[C:9]3[CH2:10][CH2:11][CH:12]2[CH:13]2[CH2:14][CH2:15][C:16]([S:20][CH3:21])([S:22][CH3:23])[C:17]2([CH3:18])[CH2:19]1>>[OH:1][CH:2]1[CH:3]2[C:4]3([CH3:25])[CH:5]=[CH:6][C:7](=[O:24])[CH:8]=[C:9]3[CH2:10][CH2:11][CH:12]2[CH:13]2[CH2:14][CH:15]=[C:16]([S:20][CH3:21])[C:17]2([CH3:18])[CH2:19]1. The reactants are C[C@@]12CCN([C@@H]1N(C3=C2C=C(C=C3)OC(=O)NC)C)C.C=1C=CC(=C(C1)C(=O)O)O (physostigmine salicylate), C(=O)([O-])[O-].[Na+].[Na+] (Na2CO3). Run in ClCCl (dichloromethane), O (water). Run at time 0.5 hour. Product: C[C@@]12CCN([C@@H]1N(C3=C2C=C(C=C3)OC(=O)NC)C)C (physostigmine). The yield is 100.8%. As a reaction SMILES: [CH3:1][C@:2]12[C:9]3[CH:10]=[C:11]([O:14][C:15]([NH:17][CH3:18])=[O:16])[CH:12]=[CH:13][C:8]=3[N:7]([CH3:19])[C@H:6]1[N:5]([CH3:20])[CH2:4][CH2:3]2.C1C=CC(O)=C(C(O)=O)C=1.C([O-])([O-])=O.[Na+].[Na+]>ClCCl.O>[CH3:1][C@:2]12[C:9]3[CH:10]=[C:11]([O:14][C:15]([NH:17][CH3:18])=[O:16])[CH:12]=[CH:13][C:8]=3[N:7]([CH3:19])[C@H:6]1[N:5]([CH3:20])[CH2:4][CH2:3]2 |f:0.1,2.3.4|. Reported procedure: To a heterogeneous mixture of physostigmine salicylate (450 g) in dichloromethane (1.35L) and water (1.35L) was added Na2CO3 (150 g) over 0.5-1.0 hour while maintaining 18°-20° C. During the addition the pH of the aqueous phase increases from 5.5 to 9.5. After stirring at 18°-20° C. for 0.5 hour the aqueous phase was separated and extracted with dichloromethane (2×112 mL). The combined dichloromethane phase was treated again with water (500 mL) and Na2CO3 (23 g) at 18°-20° C. and stiffed for 0.5... The reactants are F[C@@]12[C@]3(C=CC(C=C3CC[C@H]1[C@@H]1C[C@@H]([C@](C(CO)=O)([C@]1(C[C@@H]2O)C)O)C)=O)C (9-fluoro-16β-methyl-11β,17,21-trihydroxypregna-1,4-diene-3,20-dione), [O-][Bi](=O)=O.[Na+] (sodium bismuthate). Yield: 65.2%. The product is F[C@@]12[C@]3(C=CC(C=C3CC[C@H]1[C@@H]1C[C@@H](C([C@@]1(C)C[C@@H]2O)=O)C)=O)C (9-Fluoro-11β-hydroxy-16β-methylandrosta-1,4-diene-3,17-dione). As a reaction SMILES: [F:1][C@:2]12[C@@H:22]([OH:23])[CH2:21][C@@:20]3([CH3:24])[C@@H:12]([CH2:13][C@H:14]([CH3:26])[C@:15]3([OH:25])C(=O)CO)[C@@H:11]1[CH2:10][CH2:9][C:8]1[C@:3]2([CH3:28])[CH:4]=[CH:5][C:6](=[O:27])[CH:7]=1.[O-][Bi](=O)=O.[Na+]>C(O)(=O)C.C(Cl)(Cl)Cl>[F:1][C@:2]12[C@@H:22]([OH:23])[CH2:21][C@@:20]3([CH3:24])[C@@H:12]([CH2:13][C@H:14]([CH3:26])[C:15]3=[O:25])[C@@H:11]1[CH2:10][CH2:9][C:8]1[C@:3]2([CH3:28])[CH:4]=[CH:5][C:6](=[O:27])[CH:7]=1 |f:1.2|. Procedure: A solution of 4.7 g (12.0 mmole) of 9-fluoro-16β-methyl-11β,17,21-trihydroxypregna-1,4-diene-3,20-dione in 50% acetic acid (600 ml) was stirred with 18 g of sodium bismuthate at room temperature for 2 hours. The brown suspension was filtered through a bed of deactivated silica powder and washed with 100 ml of 50% acetic acid. The filtrate was concentrated in vacuo to 100 ml, diluted with 100 ml of 20% hydrochloric acid and extracted with chloroform. The chloroform solution was washed with 20% hy... The solvent is C(Cl)(Cl)Cl (chloroform), C(C)(=O)O (acetic acid). Reactants: O=C1OC(=O)c2cc(Br)ccc21, CN(C)c1ccncc1, COc1cc(N)ccc1OCCN(C(C)C)C(C)C, c1ccncc1. Yields the product COc1cc(N2C(=O)c3ccc(Br)cc3C2=O)ccc1OCCN(C(C)C)C(C)C. As a reaction SMILES: [Br:1][c:2]1[cH:3][c:4]2[c:5]([cH:11][cH:12]1)[C:6](=[O:7])[O:8][C:9]2=[O:10].[CH3:38][N:39]([CH3:40])[c:41]1[cH:42][cH:43][n:44][cH:45][cH:46]1.[CH:19]([CH3:20])([CH3:21])[N:22]([CH2:23][CH2:24][O:25][c:26]1[c:27]([O:33][CH3:34])[cH:28][c:29]([NH2:32])[cH:30][cH:31]1)[CH:35]([CH3:36])[CH3:37].[cH:13]1[cH:14][cH:15][n:16][cH:17][cH:18]1>>[Br:1][c:2]1[cH:3][c:4]2[c:5]([cH:11][cH:12]1)[C:6](=[O:8])[N:32]([c:29]1[cH:28][c:27]([O:33][CH3:34])[c:26]([O:25][CH2:24][CH2:23][N:22]([CH:19]([CH3:20])[CH3:21])[CH:35]([CH3:36])[CH3:37])[cH:31][cH:30]1)[C:9]2=[O:10]. Reactants: C(#N)C=P(CCCC)(CCCC)CCCC (cyanomethylenetri-n-butylphosphorane), ClC1=CC=C(C=C1)S(=O)(=O)CC1=C(C=CC(=C1)F)F (2-[(4-chlorophenyl)sulfonylmethyl]-1,4-difluorobenzene), S1CCC(CC1)O (tetrahydrothiopyran-4-ol), C(#N)C=P(CCCC)(CCCC)CCCC (cyanomethylenetri-n-butylphosphorane). The solvent is CCCCCC.C(C)(C)OC(C)C (hexane diisopropyl ether), C1(=CC=CC=C1)C (toluene). The product is ClC1=CC=C(C=C1)S(=O)(=O)C(C1CCSCC1)C1=C(C=CC(=C1)F)F (4-[[(4-Chlorophenyl)sulfonyl](2,5-difluorophenyl)methyl]tetrahydrothiopyran). The yield is 60.6%. Reaction SMILES: [Cl:1][C:2]1[CH:7]=[CH:6][C:5]([S:8]([CH2:11][C:12]2[CH:17]=[C:16]([F:18])[CH:15]=[CH:14][C:13]=2[F:19])(=[O:10])=[O:9])=[CH:4][CH:3]=1.[S:20]1[CH2:25][CH2:24][CH:23](O)[CH2:22][CH2:21]1.C(C=P(CCCC)(CCCC)CCCC)#N>C1(C)C=CC=CC=1.CCCCCC.C(OC(C)C)(C)C>[Cl:1][C:2]1[CH:7]=[CH:6][C:5]([S:8]([CH:11]([C:12]2[CH:17]=[C:16]([F:18])[CH:15]=[CH:14][C:13]=2[F:19])[CH:23]2[CH2:24][CH2:25][S:20][CH2:21][CH2:22]2)(=[O:10])=[O:9])=[CH:4][CH:3]=1 |f:4.5|. Procedure: The 2-[(4-chlorophenyl)sulfonylmethyl]-1,4-difluorobenzene (500 mg, 1.65 mmol) obtained in Example 5 and tetrahydrothiopyran-4-ol (400 mg, 3.38 mmol) were dissolved in toluene (20 ml), followed by the addition of cyanomethylenetri-n-butylphosphorane (800 mg, 3.31 mmol). Under an argon atmosphere, the resulting mixture was heated under reflux for 14 hours. After the reaction mixture was allowed to cool down, cyanomethylenetri-n-butylphosphorane (400 mg, 1.66 mmol) was added. Under an argon atmosp...